This data is from the Open Reaction Database (ORD), a public repository of structured organic reaction records. The task is: describe an organic reaction: reactants, conditions, products, and yield Reactants: C(CO)O (ethylene glycol), C(C1=CC=CC=C1)OC([C@H](CCC(=O)O)N1C2=CC=CC=C2C=2C=CC=CC12)=O ((S)-5-(benzyloxy)-4-(9H-carbazol-9-yl)-5-oxopentanoic acid), C1CCC(CC1)N=C=NC2CCCCC2 (DCC). The reagents and catalysts are CN(C)C=1C=CN=CC1 (DMAP). Solvent: CO.C(Cl)Cl (CH3OH CH2Cl2), C(Cl)Cl (CH2Cl2), C(Cl)Cl (CH2Cl2), C(Cl)Cl (CH2Cl2). Conditions: temperature 0 celsius, time 12 hour. The product is C1=CC=CC=2C3=CC=CC=C3N(C12)[C@H](C(=O)OCC1=CC=CC=C1)CCC(=O)OCCO ((S)-1-benzyl 5-(2-hydroxyethyl) 2-(9H-carbazol-9-yl)pentanedioate). Yield: 71.0%. RXN SMILES: [CH2:1]([O:8][C:9](=[O:29])[C@@H:10]([N:16]1[C:28]2[CH:27]=[CH:26][CH:25]=[CH:24][C:23]=2[C:22]2[C:17]1=[CH:18][CH:19]=[CH:20][CH:21]=2)[CH2:11][CH2:12][C:13]([OH:15])=[O:14])[C:2]1[CH:7]=[CH:6][CH:5]=[CH:4][CH:3]=1.C1CCC(N=C=NC2CCCCC2)CC1.[CH2:45](O)[CH2:46][OH:47]>C(Cl)Cl.CN(C1C=CN=CC=1)C.CO.C(Cl)Cl>[CH:27]1[C:28]2[N:16]([C@@H:10]([CH2:11][CH2:12][C:13]([O:15][CH2:45][CH2:46][OH:47])=[O:14])[C:9]([O:8][CH2:1][C:2]3[CH:7]=[CH:6][CH:5]=[CH:4][CH:3]=3)=[O:29])[C:17]3[C:22](=[CH:21][CH:20]=[CH:19][CH:18]=3)[C:23]=2[CH:24]=[CH:25][CH:26]=1 |f:5.6|. Procedure details: To a solution of 22 (1.2 g, 3.10 mmol) in CH2Cl2 (20 mL) were added DCC (0.703 g, 3.40 mmol) and catalytic amount of DMAP (0.057 g, 0.46 mmol) under nitrogen atmosphere. The reaction mixture was cooled to 0° C. and ethylene glycol (0.770 g, 0.680 mL, 12.4 mmol) in CH2Cl2 (5 mL) was added dropwise. The reaction mixture was allowed to warm up to room temperature and stirred for 12 h. The solid DCU was removed by filtration and the filtrate was evaporated under reduced pressure. The crude residue o... Starting materials: C(C1=CC=CC=C1)NC[C@H]1CN(CC1)CCC1=CNC2=CC=C(C=C12)N1C=NN=C1 ((3S)-3-(N-benzyl)aminomethyl-1-[2-(5-(1,2,4-triazol-4-yl)-1H-indol-3-yl)ethyl]pyrrolidine), C(=O)[O-].[NH4+] (ammonium formate). Reagents/catalysts: [Pd] (Pd-C). Solvent: CO (methanol). Run at temperature 25 celsius. The product is NC[C@H]1CN(CC1)CCC1=CNC2=CC=C(C=C12)N1C=NN=C1 ((3S)-3-Aminomethyl-1-[2-(5-(1,2,4-triazol-4-yl)-1H-indol-3-yl)ethyl]pyrrolidine). The yield is 73.1%. RXN SMILES: C([NH:8][CH2:9][C@@H:10]1[CH2:14][CH2:13][N:12]([CH2:15][CH2:16][C:17]2[C:25]3[C:20](=[CH:21][CH:22]=[C:23]([N:26]4[CH:30]=[N:29][N:28]=[CH:27]4)[CH:24]=3)[NH:19][CH:18]=2)[CH2:11]1)C1C=CC=CC=1.C([O-])=O.[NH4+]>CO.[Pd]>[NH2:8][CH2:9][C@@H:10]1[CH2:14][CH2:13][N:12]([CH2:15][CH2:16][C:17]2[C:25]3[C:20](=[CH:21][CH:22]=[C:23]([N:26]4[CH:27]=[N:28][N:29]=[CH:30]4)[CH:24]=3)[NH:19][CH:18]=2)[CH2:11]1 |f:1.2|. Procedure: A mixture of (3S)-3-(N-benzyl)aminomethyl-1-[2-(5-(1,2,4-triazol-4-yl)-1H-indol-3-yl)ethyl]pyrrolidine (Example 7; 0.277 g, 0.639 mmol), ammonium formate (0.218 g, 3.46 mmol) and 10% Pd-C (0.28 g), in anhydrous methanol (20 ml) was stirred at 62° C. for 0.75 h. The mixture was cooled to 25° C. and the catalyst removed filtration through celite. The solvent was removed under vacuum and the residue chromatographed on silica gel eluting with CH2Cl2 /MeOH/NH3 (20:8:1) to give the title compound (0.1... The reactants are Me2S—BH3, B1(N2CCC[C@H]2C(O1)(C3=CC=CC=C3)C4=CC=CC=C4)C (S-(−)-2-methyl-CBS-oxazaborolidine), COC1(C(COCC1)=O)OC (4,4-dimethoxydihydro-2H-pyran-3(4H)-one). The solvent is C1CCOC1 (THF), C1CCOC1 (THF), C1CCOC1 (THF). Conditions: temperature 40 celsius, time 18 hour. Product: COC1([C@@H](COCC1)O)OC ((R)-4,4-dimethoxytetrahydro-2H-pyran-3-ol). Isolated yield 99.0%. Reaction SMILES: B1(C)OC(C2C=CC=CC=2)(C2C=CC=CC=2)[C@H]2N1CCC2.[CH3:22][O:23][C:24]1([O:31][CH3:32])[CH2:29][CH2:28][O:27][CH2:26][C:25]1=[O:30]>C1COCC1>[CH3:22][O:23][C:24]1([O:31][CH3:32])[CH2:29][CH2:28][O:27][CH2:26][C@H:25]1[OH:30]. Procedure details: A 12-L 4-neck round bottom flask equipped with a overhead air stirrer, addition funnel with nitrogen inlet adapter, condenser, and thermocouple was charged with S-(−)-2-methyl-CBS-oxazaborolidine (40 g, 0.12 mol) and THF (2.2 L). The mixture was warmed under nitrogen to 40° C. then Me2S—BH3 (108 mL, 1.15 mol) was added to the THF-catalyst mixture via syringe. An addition funnel charged with 4,4-dimethoxydihydro-2H-pyran-3(4H)-one (as prepared in the previous step, 165 g, 0.59 mol) in THF (2.1 L)... The reactants are BrC1=C(C=C(C=C1)F)Cl (1-bromo-2-chloro-4-fluorobenzene), C(=O)(OC(C)(C)C)N1CCNCC1 (N-Boc-piperazine). Yields the product C(C)(C)(C)OC(=O)N1CCN(CC1)C1=C(C=C(C=C1)F)Cl (4-(2-Chloro-4-fluoro-phenyl)-piperazine-1-carboxylic acid tert-butyl ester). RXN SMILES: Br[C:2]1[CH:7]=[CH:6][C:5]([F:8])=[CH:4][C:3]=1[Cl:9].[C:10]([N:17]1[CH2:22][CH2:21][NH:20][CH2:19][CH2:18]1)([O:12][C:13]([CH3:16])([CH3:15])[CH3:14])=[O:11]>>[C:13]([O:12][C:10]([N:17]1[CH2:22][CH2:21][N:20]([C:2]2[CH:7]=[CH:6][C:5]([F:8])=[CH:4][C:3]=2[Cl:9])[CH2:19][CH2:18]1)=[O:11])([CH3:16])([CH3:14])[CH3:15]. Procedure details: The title compound was prepared according to the procedure described for example AX from 1-bromo-2-chloro-4-fluorobenzene and N-Boc-piperazine (10%, off white solid, MS (m/e): 315.1(M+H, 100%) Starting materials: C=CCC1(C)CC(c2cccc(Cl)c2)C(c2ccc(Cl)cn2)N(C(CC)CN2CCOCC2)C1=O, C1CCOC1, [O-][I+3]([O-])([O-])[O-], [Na+], O. Yields the product CCC(CN1CCOCC1)N1C(=O)C(C)(CC=O)CC(c2cccc(Cl)c2)C1c1ccc(Cl)cn1. Reaction SMILES: [CH2:1]([CH:2]=[CH2:3])[C:4]1([CH3:35])[C:5](=[O:34])[N:6]([CH:24]([CH2:25][N:26]2[CH2:27][CH2:28][O:29][CH2:30][CH2:31]2)[CH2:32][CH3:33])[CH:7]([c:17]2[n:18][cH:19][c:20]([Cl:23])[cH:21][cH:22]2)[CH:8]([c:10]2[cH:11][c:12]([Cl:16])[cH:13][cH:14][cH:15]2)[CH2:9]1.[CH2:42]1[O:43][CH2:44][CH2:45][CH2:46]1.[I+3:36]([O-:37])([O-:38])([O-:39])[O-:40].[Na+:41].[OH2:47]>>[CH2:1]([CH:2]=[O:37])[C:4]1([CH3:35])[C:5](=[O:34])[N:6]([CH:24]([CH2:25][N:26]2[CH2:27][CH2:28][O:29][CH2:30][CH2:31]2)[CH2:32][CH3:33])[CH:7]([c:17]2[n:18][cH:19][c:20]([Cl:23])[cH:21][cH:22]2)[CH:8]([c:10]2[cH:11][c:12]([Cl:16])[cH:13][cH:14][cH:15]2)[CH2:9]1.